This data is from the Open Reaction Database (ORD), a public repository of structured organic reaction records. The task is: describe an organic reaction: reactants, conditions, products, and yield The reactants are CCCCCCCCCCCCCC(=O)O, ClC=C(Cl)Cl, O=S(Cl)Cl. Yields the product CCCCCCCCCCCCCC(=O)Cl. Reaction SMILES: [CH3:1][CH2:2][CH2:3][CH2:4][CH2:5][CH2:6][CH2:7][CH2:8][CH2:9][CH2:10][CH2:11][CH2:12][CH2:13][C:14]([OH:15])=[O:16].[Cl:21][CH:22]=[C:23]([Cl:24])[Cl:25].[S:17]([Cl:18])([Cl:19])=[O:20]>>[CH3:1][CH2:2][CH2:3][CH2:4][CH2:5][CH2:6][CH2:7][CH2:8][CH2:9][CH2:10][CH2:11][CH2:12][CH2:13][C:14](=[O:16])[Cl:19]. Reactants: CC(C)C[AlH]CC(C)C, Cc1ccccc1, CCOC(=O)c1ccoc1C(F)(F)F, [K], [Na]. The product is OCc1ccoc1C(F)(F)F. Reaction SMILES: [CH3:15][CH:16]([CH2:17][AlH:18][CH2:19][CH:20]([CH3:21])[CH3:22])[CH3:23].[CH3:26][c:27]1[cH:28][cH:29][cH:30][cH:31][cH:32]1.[F:1][C:2]([c:3]1[o:4][cH:5][cH:6][c:7]1[C:8](=[O:9])[O:10][CH2:11][CH3:12])([F:13])[F:14].[K:24].[Na:25]>>[F:1][C:2]([c:3]1[o:4][cH:5][cH:6][c:7]1[CH2:8][OH:9])([F:13])[F:14]. Reactants: IC1=C(C(=O)O)C=CC=C1 (o-iodobenzoic acid), C1(=CC=CC=C1)C1=NN(C(=C1)N)C1=NC=CC=C1 (3-phenyl-1-(2-pyridinyl)-1H-pyrazol-5-ylamine), C(C1=CC=CC=C1)(=O)CC#N (benzoylacetonitrile), N(N)C1=NC=CC=C1 (2-hydrazinopyridine). Reported procedure: Following the procedures described in Reference Example 2-5 and Example 2-12, the title compound was prepared from o-iodobenzoic acid and 3-phenyl-1-(2-pyridinyl)-1H-pyrazol-5-ylamine which was previously prepared from benzoylacetonitrile and 2-hydrazinopyridine following the method described in Reference Example 2-72 (58% yield). Yield: 58.0%. As a reaction SMILES: I[C:2]1[CH:10]=[CH:9][CH:8]=[CH:7][C:3]=1[C:4]([OH:6])=O.[C:11]1([C:17]2[CH:21]=[C:20]([NH2:22])[N:19]([C:23]3[CH:28]=[CH:27][CH:26]=[CH:25][N:24]=3)[N:18]=2)[CH:16]=[CH:15][CH:14]=[CH:13][CH:12]=1.C(CC#N)(=O)C1C=CC=CC=1.N(C1C=CC=CN=1)N>>[C:11]1([C:17]2[C:21]3[C:4](=[O:6])[C:3]4[C:2](=[CH:10][CH:9]=[CH:8][CH:7]=4)[NH:22][C:20]=3[N:19]([C:23]3[CH:28]=[CH:27][CH:26]=[CH:25][N:24]=3)[N:18]=2)[CH:12]=[CH:13][CH:14]=[CH:15][CH:16]=1. The product is C1(=CC=CC=C1)C1=NN(C=2NC3=CC=CC=C3C(C21)=O)C2=NC=CC=C2 (3-Phenyl-1-(2-pyridinyl)-1,9-dihydro-4H-pyrazolo[3,4-b]quinolin-4-one), Example 2-72. Reactants: C(C)(=O)[O-].[Na+] (sodium acetate), O1C(NC2=C1C=CC=C2)=O (2-benzoxazolinone), BrBr (bromine). Run in C(C)(=O)O (acetic acid). Run at time 12 hour. Product: BrC1=CC2=C(NC(O2)=O)C=C1 (6-Bromo-2(3H)-benzoxazolone). Yield: 78.7%. As a reaction SMILES: C([O-])(=O)C.[Na+].[O:6]1[C:10]2[CH:11]=[CH:12][CH:13]=[CH:14][C:9]=2[NH:8][C:7]1=[O:15].[Br:16]Br>C(O)(=O)C>[Br:16][C:12]1[CH:13]=[CH:14][C:9]2[NH:8][C:7](=[O:15])[O:6][C:10]=2[CH:11]=1 |f:0.1|. Procedure details: To a solution of glacial acetic acid (1500 ml) was added sodium acetate (222 g, 2.70 mole) and 2-benzoxazolinone (300 g, 2.22 mole). The suspension was cooled to 15° C. bromine (118 ml, 2.29 mole) added dropwise over 1 h and the mixture stirred for 12 h at ambient temperature. The solids were then filtered, washed with H2O (3×500 ml) and dried under vacuum to give the title compound as a white solid (374 g, 89.7%): mp 186.0-187.0° C.: 1H NMR (DMSO-d6) δ 11.8 (s, 1 H), 7.6 (s, 1 H), 7.3 (d, J=8.0... The reactants are CC=1C(=CSC1)N=C=S (4-methyl-3-thienyl isothiocyanate), FC=1C(=C(C=CC1)N)N (3-fluoro-1,2-diaminobenzene). Yields the product NC1=C(C=CC=C1F)NC(=S)NC1=CSC=C1C (N-(2-Amino-3-fluorophenyl)-N′-(4-methyl-3-thienyl)thiourea). Reaction SMILES: [CH3:1][C:2]1[C:3]([N:7]=[C:8]=[S:9])=[CH:4][S:5][CH:6]=1.[F:10][C:11]1[C:12]([NH2:18])=[C:13]([NH2:17])[CH:14]=[CH:15][CH:16]=1>>[NH2:18][C:12]1[C:11]([F:10])=[CH:16][CH:15]=[CH:14][C:13]=1[NH:17][C:8]([NH:7][C:3]1[C:2]([CH3:1])=[CH:6][S:5][CH:4]=1)=[S:9]. Procedure details: is obtained analogously to the reaction described in example 1 b) from 4-methyl-3-thienyl isothiocyanate and 3-fluoro-1,2-diaminobenzene. Crystalline solid, point of decomposition >240° C. Reactants: C(C)OC(C(C)(C)N(C)C1CCN(CC1)S(=O)(=O)C)=O (2-[(1-methanesulfonyl-piperidin-4-yl)-methyl-amino]-2-methyl-propionic acid ethyl ester), [OH-].[Na+] (NaOH). Run in CCO (EtOH). Product: CS(=O)(=O)N1CCC(CC1)N(C(C(=O)O)(C)C)C (2-[(1-methanesulfonyl-piperidin-4-yl)-methyl-amino]-2-methyl-propionic acid). Isolated yield 37.7%. RXN SMILES: C([O:3][C:4](=[O:20])[C:5]([N:8]([CH:10]1[CH2:15][CH2:14][N:13]([S:16]([CH3:19])(=[O:18])=[O:17])[CH2:12][CH2:11]1)[CH3:9])([CH3:7])[CH3:6])C.[OH-].[Na+]>CCO>[CH3:19][S:16]([N:13]1[CH2:14][CH2:15][CH:10]([N:8]([CH3:9])[C:5]([CH3:6])([CH3:7])[C:4]([OH:20])=[O:3])[CH2:11][CH2:12]1)(=[O:18])=[O:17] |f:1.2|. Procedure details: 0.76 g (2.48 mmol) of 2-[(1-methanesulfonyl-piperidin-4-yl)-methyl-amino]-2-methyl-propionic acid ethyl ester are dissolved in EtOH (14.3 mL) and 3.72 mL (14.9 mmol) 4 N NaOH are added at RT. The reaction is refluxed for 16 h. The solvent is removed under reduced pressure, the residue is diluted with water and neutralized to pH 7 and lyophilized. The product is dissolved in acetone and filtered. The solvent is removed under reduced pressure to afford 0.26 g of 2-[(1-methanesulfonyl-piperidin-4-y... The reactants are carboxylic acid, nitro, C(C=1C(O)=CC=CC1)=O.[K] (potassium salicylaldehyde), ClC1=C(C=C(C=C1)Cl)[N+](=O)[O-] (2,5-dichloronitrobenzene). The product is ClC1=CC2=C(OC3=C(C(N2)=O)C=CC=C3)C=C1 (8-chloro-10,11-dihydro-dibenz[b,f][1,4]oxazepin-11-one), 8-chloro. Reaction SMILES: [CH:1](=[O:9])[C:2]1[C:3](=[CH:5][CH:6]=[CH:7][CH:8]=1)[OH:4].[K].Cl[C:12]1[CH:17]=[CH:16][C:15]([Cl:18])=[CH:14][C:13]=1[N+:19]([O-])=O>>[Cl:18][C:15]1[CH:16]=[CH:17][C:12]2[O:4][C:3]3[CH:5]=[CH:6][CH:7]=[CH:8][C:2]=3[C:1](=[O:9])[NH:19][C:13]=2[CH:14]=1 |f:0.1,^1:9|. Procedure details: The starting material 8-chloro-10,11-dihydro-dibenz[b,f][1,4]oxazepin-11-one was prepared according to the procedures reported in Coyne et al (J. Med. Chem., 1967, 10:541). Briefly, this entailed coupling potassium salicylaldehyde with 2,5-dichloronitrobenzene, followed by oxidation to carboxylic acid, reduction of nitro, and finally ring closure, to yield the desired 8-chloro starting material. Procedure: 1.1 g of 3-amino-3-(2-hydroxyphenyl)propionic acid hydrochloride, prepared according to J. Agric. Food Chem., 1977, 25, 965, are dissolved in 25 ml of dioxane and 10 ml of 1N NaOH are added; 1.12 g of 2-naphthalenesulphonyl chloride are gradually added while maintaining the pH at 11.5-12 by addition of 1N NaOH. After stirring for 2 hours at RT, the reaction medium is diluted in water, washed with EtOAc (twice) and then acidified to pH=1.5-2 by addition of 6N HCl. The white precipitate formed is ... Run in O1CCOCC1 (dioxane), O (water). Reaction SMILES: Cl.[NH2:2][CH:3]([C:8]1[CH:13]=[CH:12][CH:11]=[CH:10][C:9]=1[OH:14])[CH2:4][C:5]([OH:7])=[O:6].[OH-].[Na+].[CH:17]1[C:26]2[C:21](=[CH:22][CH:23]=[CH:24][CH:25]=2)[CH:20]=[CH:19][C:18]=1[S:27](Cl)(=[O:29])=[O:28]>O1CCOCC1.O>[OH:14][C:9]1[CH:10]=[CH:11][CH:12]=[CH:13][C:8]=1[CH:3]([NH:2][S:27]([C:18]1[CH:19]=[CH:20][C:21]2[C:26](=[CH:25][CH:24]=[CH:23][CH:22]=2)[CH:17]=1)(=[O:29])=[O:28])[CH2:4][C:5]([OH:7])=[O:6] |f:0.1,2.3|. Yields the product OC1=C(C=CC=C1)C(CC(=O)O)NS(=O)(=O)C1=CC2=CC=CC=C2C=C1 (3-(2-Hydroxyphenyl)-3-(naphth-2-ylsulphonamido)-propionic acid). The reactants are Cl.NC(CC(=O)O)C1=C(C=CC=C1)O (3-amino-3-(2-hydroxyphenyl)propionic acid hydrochloride), [OH-].[Na+] (NaOH), [OH-].[Na+] (NaOH), C1=C(C=CC2=CC=CC=C12)S(=O)(=O)Cl (2-naphthalenesulphonyl chloride). Isolated yield 44.7%. Conditions: time 2 hour. Product: C(C(=O)[O-])(=O)[O-].C(CC)[NH+](CCC)CC(CC(C1=CC=CC=C1)C1=CC=CC=C1)O.C(CC)[NH+](CCC)CC(CC(C1=CC=CC=C1)C1=CC=CC=C1)O (N,N-Di-n-propyl-4,4-diphenyl-2-hydroxybutylaminium oxalate). The solvent is C(C)(=O)OCC (ethyl acetate). Procedure details: The N,N-di-n-propyl-4,4-diphenyl-2-hydroxybutylamine from Example 1 above was dissolved in 50 ml. of ethyl acetate and oxalic acid was added to the solution. The precipitated product was collected by filtration and was recrystallized from ethyl alcohol. Colorless crystalline N,N-di-n-propyl-4,4-diphenyl-2-hydroxybutylaminium oxalate was collected by filtration and dried. M.P. 121°-122° C. Starting materials: C(C(=O)O)(=O)O (oxalic acid), C(CC)N(CCC)CC(CC(C1=CC=CC=C1)C1=CC=CC=C1)O (N,N-di-n-propyl-4,4-diphenyl-2-hydroxybutylamine). Reaction SMILES: [CH2:1]([N:4]([CH2:8][CH:9]([OH:24])[CH2:10][CH:11]([C:18]1[CH:23]=[CH:22][CH:21]=[CH:20][CH:19]=1)[C:12]1[CH:17]=[CH:16][CH:15]=[CH:14][CH:13]=1)[CH2:5][CH2:6][CH3:7])[CH2:2][CH3:3].[C:25]([OH:30])(=[O:29])[C:26]([OH:28])=[O:27]>C(OCC)(=O)C>[C:25]([O-:30])(=[O:29])[C:26]([O-:28])=[O:27].[CH2:1]([NH+:4]([CH2:8][CH:9]([OH:24])[CH2:10][CH:11]([C:12]1[CH:13]=[CH:14][CH:15]=[CH:16][CH:17]=1)[C:18]1[CH:23]=[CH:22][CH:21]=[CH:20][CH:19]=1)[CH2:5][CH2:6][CH3:7])[CH2:2][CH3:3].[CH2:1]([NH+:4]([CH2:8][CH:9]([OH:24])[CH2:10][CH:11]([C:12]1[CH:13]=[CH:14][CH:15]=[CH:16][CH:17]=1)[C:18]1[CH:23]=[CH:22][CH:21]=[CH:20][CH:19]=1)[CH2:5][CH2:6][CH3:7])[CH2:2][CH3:3] |f:3.4.5|.